From a dataset of the Open Reaction Database (ORD), a public repository of structured organic reaction records. describe an organic reaction: reactants, conditions, products, and yield The reactants are ClC1=CC=C(C=C1)C1CCCC(C=2SC(=CC21)C2=CC=NC=C2)=O (4-(4-chlorophenyl)-2-pyridin-4-yl-4,5,6,7-tetrahydro-8H-cyclohepta[b]thiophen-8-one), COC(N(C)C)OC (1,1-dimethoxy-N,N-dimethylmethanamine), O1CCCC1 (tetrahydrofuran), residue, ClC1=CC=C(C=C1)C1CC\C(\C(C2=C1C=C(S2)C2=CC=NC=C2)=O)=C/N(C)C ((7E)-4-(4-chlorophenyl)-7-[(dimethylamino)methylene]-2-pyridin-4-yl-4,5,6,7-tetrahydro-8H-cyclohepta thiophen-8-one), C(C)(=O)O (acetic acid), O.NN (hydrazine hydrate). Yields the product ClC1=CC=C(C=C1)C1CCC2=C(NN=C2)C2=C1C=C(S2)C2=CC=NC=C2 (6-(4-chlorophenyl)-8-pyridin-4-yl-1,4,5,6-tetrahydrothieno[3′,2′:6,7]cyclohepta[1,2-c]pyrazole). Isolated yield 9.0%. RXN SMILES: ClC1C=CC(C2C3C=C(C4C=C[N:21]=CC=4)SC=3C(=O)CCC2)=CC=1.COC(OC)N(C)C.O1CCCC1.[Cl:38][C:39]1[CH:44]=[CH:43][C:42]([CH:45]2[C:51]3[CH:52]=[C:53]([C:55]4[CH:60]=[CH:59][N:58]=[CH:57][CH:56]=4)[S:54][C:50]=3[C:49](=O)/[C:48](=[CH:62]/[N:63](C)C)/[CH2:47][CH2:46]2)=[CH:41][CH:40]=1.C(O)(=O)C.O.NN>>[Cl:38][C:39]1[CH:44]=[CH:43][C:42]([CH:45]2[C:51]3[CH:52]=[C:53]([C:55]4[CH:60]=[CH:59][N:58]=[CH:57][CH:56]=4)[S:54][C:50]=3[C:49]3[NH:21][N:63]=[CH:62][C:48]=3[CH2:47][CH2:46]2)=[CH:41][CH:40]=1 |f:5.6|. Procedure: A solution of 4-(4-chlorophenyl)-2-pyridin-4-yl-4,5,6,7-tetrahydro-8H-cyclohepta[b]thiophen-8-one (81.5 mg, 0.230 mmol) and 1,1-dimethoxy-N,N-dimethylmethanamine (0.514 mL, 3.87 mmol) in tetrahydrofuran (9.27 mL, 114 mmol) was refluxed under argon for 6 hr. The reaction was cooled to room temperature and concentrated under reduced pressure. The obtained residue (81.0 mg, 0.212 mmol), (7E)-4-(4-chlorophenyl)-7-[(dimethylamino)methylene]-2-pyridin-4-yl-4,5,6,7-tetrahydro-8H-cyclohepta thiophen-8-o...